This data is from the Open Reaction Database (ORD), a public repository of structured organic reaction records. The task is: describe an organic reaction: reactants, conditions, products, and yield The reactants are CC(C)(C)OC(=O)N1CCC(C(c2cc(F)ccc2F)S(=O)(=O)c2ccc(Cl)cc2)CC1, ClCCl, O=C(O)C(F)(F)F. Product: O=S(=O)(c1ccc(Cl)cc1)C(c1cc(F)ccc1F)C1CCNCC1. As a reaction SMILES: [Cl:1][c:2]1[cH:3][cH:4][c:5]([S:8](=[O:9])(=[O:10])[CH:11]([CH:12]2[CH2:13][CH2:14][N:15]([C:18]([O:19][C:20]([CH3:21])([CH3:22])[CH3:23])=[O:24])[CH2:16][CH2:17]2)[c:25]2[c:26]([F:32])[cH:27][cH:28][c:29]([F:31])[cH:30]2)[cH:6][cH:7]1.[Cl:40][CH2:41][Cl:42].[OH:33][C:34]([C:35]([F:36])([F:37])[F:38])=[O:39]>>[Cl:1][c:2]1[cH:3][cH:4][c:5]([S:8](=[O:9])(=[O:10])[CH:11]([CH:12]2[CH2:13][CH2:14][NH:15][CH2:16][CH2:17]2)[c:25]2[c:26]([F:32])[cH:27][cH:28][c:29]([F:31])[cH:30]2)[cH:6][cH:7]1. The reactants are C=CCC(NC(=O)OCc1ccccc1)C(=O)N(CC(=C)c1ccccc1)Cc1ccc(OC)cc1OC, ClCCl. The product is COc1ccc(CN2CC(c3ccccc3)=CCC(NC(=O)OCc3ccccc3)C2=O)c(OC)c1. RXN SMILES: [CH3:1][O:2][c:3]1[c:4]([CH2:5][N:6]([C:7](=[O:8])[CH:9]([CH2:10][CH:11]=[CH2:12])[NH:13][C:14]([O:15][CH2:16][c:17]2[cH:18][cH:19][cH:20][cH:21][cH:22]2)=[O:23])[CH2:24][C:25](=[CH2:26])[c:27]2[cH:28][cH:29][cH:30][cH:31][cH:32]2)[cH:33][cH:34][c:35]([O:37][CH3:38])[cH:36]1.[Cl:39][CH2:40][Cl:41]>>[CH3:1][O:2][c:3]1[c:4]([CH2:5][N:6]2[C:7](=[O:8])[CH:9]([NH:13][C:14]([O:15][CH2:16][c:17]3[cH:18][cH:19][cH:20][cH:21][cH:22]3)=[O:23])[CH2:10][CH:26]=[C:25]([c:27]3[cH:28][cH:29][cH:30][cH:31][cH:32]3)[CH2:24]2)[cH:33][cH:34][c:35]([O:37][CH3:38])[cH:36]1. The reactants are CC(C)(C)[O-].[K+] (t-BuOK), N12CC(C(CC1)CC2)=O (3-quinuclidinone), trans-RuCl2[(R)-dm-segphos]. Run in CC(C)O (2-propanol), CC(C)O (2-propanol). Run at temperature 30 celsius, time 6 hour. Yields the product N12C[C@@H](C(CC1)CC2)O ((R)-3-quinuclidinol). Reaction SMILES: [N:1]12[CH2:8][CH2:7][CH:4]([CH2:5][CH2:6]1)[C:3](=[O:9])[CH2:2]2.CC([O-])(C)C.[K+]>CC(O)C>[N:1]12[CH2:8][CH2:7][CH:4]([CH2:5][CH2:6]1)[C@@H:3]([OH:9])[CH2:2]2 |f:1.2|. Procedure details: To a 100 mL autoclave with a stirrer, 3-quinuclidinone (1.0 g, 8.0 mmol) and trans-RuCl2[(R)-dm-segphos][(R)-daipen] (0.5 mg, 0.40 μmol, 1/20,000 molar fold of 3-quinuclidinone) were added. After purging with nitrogen, 2-propanol (6 mL) and 2-propanol solution of t-BuOK (0.1 mol/L, 0.4 mL, 0.04 mmol) were added. Subsequently, the autoclave was purged with hydrogen, the mixture was stirred at 30° C. for 6 hours under hydrogen pressure of 3 MPa. As a result of analysis of the reaction solution, it... Starting materials: N(=[N+]=[N-])CC=1C=C2C=CC=NC2=CC1 (6-(azidomethyl)quinoline), C1(=CC=CC=C1)P(C1=CC=CC=C1)C1=CC=CC=C1 (triphenylphosphine), O (H2O). The solvent is C1CCOC1 (THF). Product: NCC=1C=C2C=CC=NC2=CC1 (6-(aminomethyl)quinoline). Isolated yield 25.5%. Reaction SMILES: [N:1]([CH2:4][C:5]1[CH:6]=[C:7]2[C:12](=[CH:13][CH:14]=1)[N:11]=[CH:10][CH:9]=[CH:8]2)=[N+]=[N-].C1(P(C2C=CC=CC=2)C2C=CC=CC=2)C=CC=CC=1.O>C1COCC1>[NH2:1][CH2:4][C:5]1[CH:6]=[C:7]2[C:12](=[CH:13][CH:14]=1)[N:11]=[CH:10][CH:9]=[CH:8]2. Reported procedure: 6-(azidomethyl)quinoline (320 mg) and triphenylphosphine (880 mg) were dissolved in 7 mL THF. The reaction mixture was treated with 0.5 mL of H2O and refluxed for 7 hours. The reaction mixture was cooled and partitioned between Et2O and 1N HCl. The aqueous portion was then treated with 1N NaOH until basic and extracted into EtOAc. The organic portion was dried over Na2SO4 and concentrated under reduced pressure to give the title compound (70 mg) as a brown oil. MS(CI) m/e 159 (M+H)+. Reactants: BrC=1C=CC(=C(C=O)C1)O (5-bromo-2-hydroxybenzaldehyde), C([O-])([O-])=O.[K+].[K+] (potassium carbonate), BrCCC=C (4-bromobut-1-ene), CC(=O)C (acetone). Yields the product BrC=1C=CC(=C(C1)C(CC(C)=O)O)OCCC=C (4-[5-bromo-2-(but-3-en-1-yloxy)phenyl]-4-hydroxybutan-2-one). Reaction SMILES: [Br:1][C:2]1[CH:3]=[CH:4][C:5]([OH:10])=[C:6]([CH:9]=1)[CH:7]=[O:8].C(=O)([O-])[O-].[K+].[K+].Br[CH2:18][CH2:19][CH:20]=[CH2:21].[CH3:22][C:23]([CH3:25])=[O:24]>>[Br:1][C:2]1[CH:3]=[CH:4][C:5]([O:10][CH2:18][CH2:19][CH:20]=[CH2:21])=[C:6]([CH:7]([OH:8])[CH2:22][C:23](=[O:24])[CH3:25])[CH:9]=1 |f:1.2.3|. Procedure: To 300 ml of acetone there are added 10 g of 5-bromo-2-hydroxybenzaldehyde (49.7 mmol), 13.7 g of potassium carbonate (99.5 mmol) and 10.1 ml of 4-bromobut-1-ene (99.5 mmol); the reaction mixture is then heated at reflux for 36 hours before being cooled, filtered and evaporated to dryness to yield 4-[5-bromo-2-(but-3-en-1-yloxy)phenyl]-4-hydroxybutan-2-one in the form of an oil. Starting materials: COC1=CC=C(C(=O)NC=2C(=CC=CC2)N)C=C1 (N1-(4-methoxybenzoyl)-1,2-benzenediamine), CSC1=CC=C(C(=O)O)C=C1 (4-(methylthio)benzoic acid). Reaction SMILES: [CH3:1][O:2][C:3]1[CH:18]=[CH:17][C:6]([C:7]([NH:9][C:10]2[C:11]([NH2:16])=[CH:12][CH:13]=[CH:14][CH:15]=2)=[O:8])=[CH:5][CH:4]=1.[CH3:19][S:20][C:21]1[CH:29]=[CH:28][C:24]([C:25](O)=[O:26])=[CH:23][CH:22]=1>>[CH3:1][O:2][C:3]1[CH:4]=[CH:5][C:6]([C:7]([NH:9][C:10]2[C:11]([NH:16][C:25](=[O:26])[C:24]3[CH:28]=[CH:29][C:21]([S:20][CH3:19])=[CH:22][CH:23]=3)=[CH:12][CH:13]=[CH:14][CH:15]=2)=[O:8])=[CH:17][CH:18]=1. The product is COC1=CC=C(C(=O)NC=2C(=CC=CC2)NC(C2=CC=C(C=C2)SC)=O)C=C1 (N1-(4-Methoxybenzoyl)-N2-[4-(methylthio)benzoyl]-1,2-benzenediamine). Yield: 90.3%. Procedure details: Using the procedure described in Example 55, Part B, N1-(4-methoxybenzoyl)-1,2-benzenediamine (772 mg, 3.19 mmol) was reacted with 4-(methylthio)benzoic acid (772 mg, 4.59 mmol) to yield 1.13 g (91%) of the title compound as a white solid. The reactants are N#Cc1cc[nH]c1, O=[N+]([O-])c1ccc(F)c(F)c1, [H-], [Na+], CN(C)C=O. The product is N#Cc1ccn(-c2ccc([N+](=O)[O-])cc2F)c1. As a reaction SMILES: [C:1](#[N:2])[c:3]1[cH:4][nH:5][cH:6][cH:7]1.[F:8][c:9]1[cH:10][c:11]([N+:16](=[O:17])[O-:18])[cH:12][cH:13][c:14]1[F:15].[H-:19].[Na+:20].[O:21]=[CH:22][N:23]([CH3:24])[CH3:25]>>[C:1](#[N:2])[c:3]1[cH:4][n:5](-[c:14]2[c:9]([F:8])[cH:10][c:11]([N+:16](=[O:17])[O-:18])[cH:12][cH:13]2)[cH:6][cH:7]1.